The task is: describe an organic reaction: reactants, conditions, products, and yield. This data is from the Open Reaction Database (ORD), a public repository of structured organic reaction records. The reactants are CC1=NOC(=C1C=1C=C(C2=C(N(C(=N2)OCC)C(=O)OC(C)(C)C)C1)C(O)C1=NC=C(C=C1)F)C (tert-butyl 6-(3,5-dimethylisoxazol-4-yl)-2-ethoxy-4-((5-fluoropyridin-2-yl)(hydroxy)methyl)-1H-benzo[d]imidazole-1-carboxylate), CC(=O)OI1(C=2C=CC=CC2C(=O)O1)(OC(=O)C)OC(=O)C (Dess-Martin periodinane), crude solution, C(C)(C)N(C(C)C)CC (N,N-diisopropylethylamine), C(=O)(OC(C)(C)C)OC(=O)OC(C)(C)C (di-tert-butyl dicarbonate). Reagents/catalysts: CN(C1=CC=NC=C1)C (4-(dimethylamino)pyridine). Solvent: ClCCl (dichloromethane). Conditions: time 15 minute. The product is CC1=NOC(=C1C=1C=C(C2=C(N(C(=N2)OCC)C(=O)OC(C)(C)C)C1)C(C1=NC=C(C=C1)F)=O)C (tert-butyl 6-(3,5-dimethylisoxazol-4-yl)-2-ethoxy-4-(5-fluoropicolinoyl)-1H-benzo[d]imidazole-1-carboxylate). RXN SMILES: [CH3:1][C:2]1[C:6]([C:7]2[CH:8]=[C:9]([CH:26]([C:28]3[CH:33]=[CH:32][C:31]([F:34])=[CH:30][N:29]=3)[OH:27])[C:10]3[N:14]=[C:13]([O:15][CH2:16][CH3:17])[N:12]([C:18]([O:20][C:21]([CH3:24])([CH3:23])[CH3:22])=[O:19])[C:11]=3[CH:25]=2)=[C:5]([CH3:35])[O:4][N:3]=1.CC(OI1(OC(C)=O)(OC(C)=O)OC(=O)C2C=CC=CC1=2)=O.C(N(CC)C(C)C)(C)C.C(OC(OC(C)(C)C)=O)(OC(C)(C)C)=O>ClCCl.CN(C)C1C=CN=CC=1>[CH3:1][C:2]1[C:6]([C:7]2[CH:8]=[C:9]([C:26](=[O:27])[C:28]3[CH:33]=[CH:32][C:31]([F:34])=[CH:30][N:29]=3)[C:10]3[N:14]=[C:13]([O:15][CH2:16][CH3:17])[N:12]([C:18]([O:20][C:21]([CH3:23])([CH3:24])[CH3:22])=[O:19])[C:11]=3[CH:25]=2)=[C:5]([CH3:35])[O:4][N:3]=1. Procedure details: To tert-butyl 6-(3,5-dimethylisoxazol-4-yl)-2-ethoxy-4-((5-fluoropyridin-2-yl)(hydroxy)methyl)-1H-benzo[d]imidazole-1-carboxylate (57 mg, 0.12 mmol) in dichloromethane (6 mL) was added Dess-Martin periodinane (154.1 mg, 0.34 mmol). After 15 minutes, the reaction was quenched with saturated Na2S2O3(aq) (10 mL) and extracted with dichloromethane (3×10 mL). The combined organics were washed with water (30 mL) and brine (30 mL), and dried over Na2SO4. To the crude solution was added N,N-diisopropyle...